From a dataset of the Open Reaction Database (ORD), a public repository of structured organic reaction records. describe an organic reaction: reactants, conditions, products, and yield The reactants are 4-amino-3-(4-phenoxyphenyl)-1H-pyrazole[3,4-d]pyrimidine, C(#N)C(=C(C1=CC=C(C=C1)OC1=CC=CC=C1)O)C#N (1,1-dicyano-2-hydroxy-2-(4-phenoxyphenyl)ethene), C(CC#N)#N (malononitrile), O.NN (hydrazine hydrate), C[Si](C)(C)C=[N+]=[N-] (trimethylsilyldiazomethane), O(C1=CC=CC=C1)C1=CC=C(C(=O)O)C=C1 (4-phenoxybenzoic acid), acyl chloride, methoxy. The product is NC1=NNC(=C1C#N)C1=CC=C(C=C1)OC1=CC=CC=C1 (3-amino-4-cyano-5-(4-phenoxyphenyl)pyrazole). As a reaction SMILES: O(C1C=CC(C(O)=O)=CC=1)C1C=CC=CC=1.C(#N)CC#N.[C:22]([C:24]([C:40]#[N:41])=[C:25](O)[C:26]1[CH:31]=[CH:30][C:29]([O:32][C:33]2[CH:38]=[CH:37][CH:36]=[CH:35][CH:34]=2)=[CH:28][CH:27]=1)#[N:23].C[Si](C=[N+:47]=[N-:48])(C)C.O.NN>>[NH2:23][C:22]1[C:24]([C:40]#[N:41])=[C:25]([C:26]2[CH:31]=[CH:30][C:29]([O:32][C:33]3[CH:38]=[CH:37][CH:36]=[CH:35][CH:34]=3)=[CH:28][CH:27]=2)[NH:48][N:47]=1 |f:4.5|. Procedure: First, 4-amino-3-(4-phenoxyphenyl)-1H-pyrazole[3,4-d]pyrimidine may be prepared in accordance with procedures described in WO 2008/039218, for instance by converting 4-phenoxybenzoic acid to the corresponding acyl chloride (by using thionyl chloride), which latter product may be reacted with malononitrile to prepare 1,1-dicyano-2-hydroxy-2-(4-phenoxyphenyl)ethene. The methoxy moiety is then methylated using trimethylsilyldiazomethane, and that methylated product is the treated with hydrazine hyd... Starting materials: [NH4+].[Cl-] (NH4Cl), ClC1=C(C(=CC=C1F)[N+](=O)[O-])NC1=CC=CC=C1 ((2-chloro-3-fluoro-6-nitrophenyl)phenylamine). The reagents and catalysts are [Fe] (iron). Run in CO (MeOH), O (water). Reaction conditions: temperature 90 celsius. The product is ClC1=C(C(=CC=C1F)N)NC1=CC=CC=C1 (3-Chloro-4-fluoro-N2-phenylbenzene-1,2-diamine). Yield: 80.8%. As a reaction SMILES: [Cl:1][C:2]1[C:7]([F:8])=[CH:6][CH:5]=[C:4]([N+:9]([O-])=O)[C:3]=1[NH:12][C:13]1[CH:18]=[CH:17][CH:16]=[CH:15][CH:14]=1.[NH4+].[Cl-]>CO.O.[Fe]>[Cl:1][C:2]1[C:7]([F:8])=[CH:6][CH:5]=[C:4]([NH2:9])[C:3]=1[NH:12][C:13]1[CH:18]=[CH:17][CH:16]=[CH:15][CH:14]=1 |f:1.2|. Reported procedure: To a mixture of (2-chloro-3-fluoro-6-nitrophenyl)phenylamine (1.28 g, 4.8 mmol) in MeOH (45 mL) and water (15 mL) were added NH4Cl (1.48 g, 28.8 mmol) and iron powder (1.07 g, 19.2 mmol) and the reaction mixture heated at 90° C. for 2 h. After cooling to RT, the crude mixture was filtered through a pad of Celite® and the filtrate concentrated in vacuo. The resulting residue was partitioned between EtOAc and water. The aqueous phase was extracted with EtOAc (×3) and the combined organic fractions... The reactants are OC1=CC(OC2=CC=CC=C12)=O (4-hydroxycoumarin), C(C)[Mg]Br (ethylmagnesium bromide), OC=1C=C(C=O)C=CC1 (3-hydroxy benzaldehyde), B(F)(F)F.CCOCC (boron trifluoride etherate), C(C=C)Br (allyl bromide). Product: C(C=C)OC=1C=C(C=CC1)C(CC)C=1C(OC2=CC=CC=C2C1O)=O (3-(1'-(3-Allyloxyphenyl)propyl)-4-hydroxycoumarin). Reaction SMILES: [CH2:1]([Mg]Br)[CH3:2].[OH:5][C:6]1[CH:7]=[C:8]([CH:11]=[CH:12][CH:13]=1)[CH:9]=O.[CH2:14](Br)[CH:15]=[CH2:16].[OH:18][C:19]1[C:28]2[C:23](=[CH:24][CH:25]=[CH:26][CH:27]=2)[O:22][C:21](=[O:29])[CH:20]=1.B(F)(F)F.CCOCC>>[CH2:14]([O:5][C:6]1[CH:7]=[C:8]([CH:9]([C:20]2[C:21](=[O:29])[O:22][C:23]3[C:28]([C:19]=2[OH:18])=[CH:27][CH:26]=[CH:25][CH:24]=3)[CH2:1][CH3:2])[CH:11]=[CH:12][CH:13]=1)[CH:15]=[CH2:16] |f:4.5|. Reported procedure: Addition of ethylmagnesium bromide to 3-hydroxy benzaldehyde gives the compound of formula G-2, which can be alkylated with allyl bromide to give the compound of formula G-3. Reaction between 4-hydroxycoumarin and the compound of formula G-3 using boron trifluoride etherate as an acidic catalyst gives the compound of formula G-4 (for example, 3-(1'-(3-Allyloxyphenyl)propyl)-4-hydroxycoumarin.